Dataset: the Open Reaction Database (ORD), a public repository of structured organic reaction records. Task: describe an organic reaction: reactants, conditions, products, and yield Starting materials: CNc1nc(NN)ncc1C#N, Cl, O=N[O-], [Na+], O. Product: CNc1nc(N=[N+]=[N-])ncc1C#N. Reaction SMILES: [C:1](#[N:2])[c:3]1[c:4]([NH:11][CH3:12])[n:5][c:6]([NH:9][NH2:10])[n:7][cH:8]1.[ClH:13].[N:14]([O-:15])=[O:16].[Na+:17].[OH2:18]>>[C:1](#[N:2])[c:3]1[c:4]([NH:11][CH3:12])[n:5][c:6]([N:9]=[N+:10]=[N-:14])[n:7][cH:8]1. The reactants are CS(=O)(=O)N1C[C@H](CCC1)NC1=NC(=NC=C1C=1N=C2C(=NC1)N(C=C2)COCC[Si](C)(C)C)S(=O)(=O)C (((S)-1-methanesulfonyl-piperidin-3-yl)-{2-methanesulfonyl-5-[5-(2-trimethylsilanyl-ethoxymethyl)-5H-pyrrolo[2,3-b]pyrazin-2-yl]-pyrimidin-4-yl}-amine), N1CCC(CC1)CC(=O)O (Piperidin-4-yl-acetic acid), CS(=O)(=O)C (methylsulfone). The solvent is O1CCOCC1 (dioxane). Yields the product CS(=O)(=O)N1C[C@H](CCC1)NC1=NC(=NC=C1C=1N=C2C(=NC1)NC=C2)N2CCC(CC2)CC(=O)O ({1-[4-((S)-1-Methanesulfonyl-piperidin-3-ylamino)-5-(5H-pyrrolo[2,3-b]pyrazin-2-yl)-pyrimidin-2-yl]-piperidin-4-yl}-acetic acid). RXN SMILES: [CH3:1][S:2]([N:5]1[CH2:10][CH2:9][CH2:8][C@H:7]([NH:11][C:12]2[C:17]([C:18]3[N:19]=[C:20]4[CH:26]=[CH:25][N:24](COCC[Si](C)(C)C)[C:21]4=[N:22][CH:23]=3)=[CH:16][N:15]=[C:14](S(C)(=O)=O)[N:13]=2)[CH2:6]1)(=[O:4])=[O:3].[NH:39]1[CH2:44][CH2:43][CH:42]([CH2:45][C:46]([OH:48])=[O:47])[CH2:41][CH2:40]1.CS(C)(=O)=O>O1CCOCC1>[CH3:1][S:2]([N:5]1[CH2:10][CH2:9][CH2:8][C@H:7]([NH:11][C:12]2[C:17]([C:18]3[N:19]=[C:20]4[CH:26]=[CH:25][NH:24][C:21]4=[N:22][CH:23]=3)=[CH:16][N:15]=[C:14]([N:39]3[CH2:44][CH2:43][CH:42]([CH2:45][C:46]([OH:48])=[O:47])[CH2:41][CH2:40]3)[N:13]=2)[CH2:6]1)(=[O:4])=[O:3]. Reported procedure: In a dioxane solution of ((S)-1-methanesulfonyl-piperidin-3-yl)-{2-methanesulfonyl-5-[5-(2-trimethylsilanyl-ethoxymethyl)-5H-pyrrolo[2,3-b]pyrazin-2-yl]-pyrimidin-4-yl}-amine derived from Example 84, step 1, Piperidin-4-yl-acetic acid was used to displace the methylsulfone similar to examples above and the de-protection step was similar to step 5, Example 76, to give {1-[4-((S)-1-Methanesulfonyl-piperidin-3-ylamino)-5-(5H-pyrrolo[2,3-b]pyrazin-2-yl)-pyrimidin-2-yl]-piperidin-4-yl}-acetic acid. M... Starting materials: [Br-].C1(=CC=CC=C1)[P+](CC1=CC=C(C=C1)OC(F)(F)F)(C1=CC=CC=C1)C1=CC=CC=C1 (Triphenyl-(4-trifluoromethoxybenzyl) phosphonium bromide), [H-].[Na+] (sodium hydride), ice water, C(C1=CC=CC=C1)N1CCC(CC1)=O (1-Benzyl-4-piperidone). Solvent: CS(=O)C (DMSO). Conditions: time 30 minute. The product is C(C1=CC=CC=C1)N1CCC(CC1)=CC1=CC=C(C=C1)OC(F)(F)F (1-benzyl-4-(4-trifluoromethoxybenzylidene)piperidine). Isolated yield 73.9%. Reaction SMILES: [Br-].C1([P+](C2C=CC=CC=2)(C2C=CC=CC=2)[CH2:9][C:10]2[CH:15]=[CH:14][C:13]([O:16][C:17]([F:20])([F:19])[F:18])=[CH:12][CH:11]=2)C=CC=CC=1.[H-].[Na+].[CH2:35]([N:42]1[CH2:47][CH2:46][C:45](=O)[CH2:44][CH2:43]1)[C:36]1[CH:41]=[CH:40][CH:39]=[CH:38][CH:37]=1>CS(C)=O>[CH2:35]([N:42]1[CH2:47][CH2:46][C:45](=[CH:9][C:10]2[CH:11]=[CH:12][C:13]([O:16][C:17]([F:18])([F:19])[F:20])=[CH:14][CH:15]=2)[CH2:44][CH2:43]1)[C:36]1[CH:41]=[CH:40][CH:39]=[CH:38][CH:37]=1 |f:0.1,2.3|. Procedure details: Triphenyl-(4-trifluoromethoxybenzyl) phosphonium bromide (21.6 g, 41.75 mmol) was dissolved in DMSO (110 ml), to which sodium hydride (1.82 g, 45.52 mmol) was added, and the mixture was stirred for 30 minutes. 1-Benzyl-4-piperidone (7.18 g, 37.96 mmol) was added to the mixture, and the resulting mixture was stirred at 60° C. for 2 hours. The reaction mixture was poured into ice water, and extracted with ethyl acetate. The extract was washed with brine, dried over magnesium sulfate, and then filt...